From a dataset of the Open Reaction Database (ORD), a public repository of structured organic reaction records. describe an organic reaction: reactants, conditions, products, and yield Starting materials: IC1=CC=C(C=C1)OC(C)=O (acetic acid 4-iodo-phenyl ester), FC(C(C(C(C(C(C(C(F)(F)F)(F)F)(F)F)(F)F)(F)F)(F)F)(F)F)(F)I (perfluorooctyl iodide), CCOCC (ether), O (water). The reagents and catalysts are [Cu] (copper), II (iodine). The solvent is CS(=O)C (DMSO). Conditions: temperature 105 celsius. Yields the product FC(C(C(C(C(C(C(C1=CC=C(C=C1)O)(F)F)(F)F)(F)F)(F)F)(F)F)(F)F)(C(F)(F)F)F (4-Heptadecafluorooctyl-phenol). Isolated yield 66.7%. As a reaction SMILES: I[C:2]1[CH:7]=[CH:6][C:5]([O:8]C(=O)C)=[CH:4][CH:3]=1.[F:12][C:13](I)([F:36])[C:14]([F:35])([F:34])[C:15]([F:33])([F:32])[C:16]([F:31])([F:30])[C:17]([F:29])([F:28])[C:18]([F:27])([F:26])[C:19]([F:25])([F:24])[C:20]([F:23])([F:22])[F:21].O.CCOCC>CS(C)=O.[Cu].II>[F:24][C:19]([F:25])([C:20]([F:21])([F:22])[F:23])[C:18]([F:26])([F:27])[C:17]([F:28])([F:29])[C:16]([F:30])([F:31])[C:15]([F:33])([F:32])[C:14]([F:35])([F:34])[C:13]([F:12])([F:36])[C:2]1[CH:3]=[CH:4][C:5]([OH:8])=[CH:6][CH:7]=1. Reported procedure: To a solution of acetic acid 4-iodo-phenyl ester (9 gm, 0.0366 mol) in anhydrous DMSO (75 mL) was added copper powder (5.8 g, 0.091 mol), perfluorooctyl iodide (25 g, 0.046 mol) and iodine (130 mg). The reaction mixture was heated to 105° C. for 18 hr, cooled, combined with 100 ml water and 50 ml ether and filtered to remove insoluble copper salts. The organic and aqueous layers in the filtrate were separated, and the aqueous layer extracted twice with ether (2×100 mL). The combined organics wer...